This data is from the Open Reaction Database (ORD), a public repository of structured organic reaction records. The task is: describe an organic reaction: reactants, conditions, products, and yield Reactants: CC#N, O=C(Cl)Cl, Cc1nc(N)sc1-c1ccc(S(C)(=O)=O)c(F)c1. Product: Cc1nc(N=C=O)sc1-c1ccc(S(C)(=O)=O)c(F)c1. As a reaction SMILES: [CH3:23][C:24]#[N:25].[Cl:19][C:20]([Cl:21])=[O:22].[F:1][c:2]1[cH:3][c:4](-[c:12]2[c:13]([CH3:18])[n:14][c:15]([NH2:17])[s:16]2)[cH:5][cH:6][c:7]1[S:8](=[O:9])(=[O:10])[CH3:11]>>[F:1][c:2]1[cH:3][c:4](-[c:12]2[c:13]([CH3:18])[n:14][c:15]([N:17]=[C:20]=[O:22])[s:16]2)[cH:5][cH:6][c:7]1[S:8](=[O:9])(=[O:10])[CH3:11]. Starting materials: O=C[C@H](O)[C@@H](O)[C@H](O)[C@H](O)CO (glucose), C([C@H](C([C@@H](CO)O)O)O)O (D-arabitol), C(C)O (ethanol). The solvent is P(=O)([O-])([O-])[O-] (phosphate). Conditions: temperature 30 celsius. Yields the product C([C@H](O)[C@@H](O)[C@H](O)CO)O (xylitol). Yield: 98.0%. Reaction SMILES: [CH2:1]([OH:10])[C@@H:2]([OH:9])[CH:3]([OH:8])[C@H:4]([OH:7])[CH2:5][OH:6].O=C[C@@H]([C@H]([C@@H]([C@@H](CO)O)O)O)O.C(O)C>P([O-])([O-])([O-])=O>[CH2:5]([OH:6])[C@@H:4]([C@H:3]([C@@H:2]([CH2:1][OH:10])[OH:9])[OH:8])[OH:7]. Procedure: D-arabitol was dissolved in a 0.1M phosphate buffer (pH=6.0) in such amount that the final concentration thereof was 5%(w/v), whereby a solution was prepared in an amount of 320 ml. Using the solution as the base culture medium (reaction solution), the above microbial cells collected and washed were added thereto in an amount of about 10%(w/v) in terms of wet weight. In order to prevent pH decrease of the culture medium during the progress of culturing or incubation (reaction), calcium carbonate... Reactants: NC1=C(N=CN1CCC)C(=O)N (5-amino-1-n-propylimidazole-4-carboxamide), C(C(=O)Cl)(=O)Cl (Oxalyl chloride), C(C)OC1=C(C(=O)O)C=CC=C1 (2-ethoxybenzoic acid), CN(C=O)C (dimethylformamide). Run in N1=CC=CC=C1 (pyridine), ClCCl (dichloromethane). Run at time 4 hour. Product: C(C)OC1=C(C(=O)NC2=C(N=CN2CCC)C(=O)N)C=CC=C1 (5-(2-Ethoxybenzamido)-1-n-propylimidazole-4-carboxamide). The yield is 76.7%. Reaction SMILES: C(Cl)(=O)C(Cl)=O.[CH2:7]([O:9][C:10]1[CH:18]=[CH:17][CH:16]=[CH:15][C:11]=1[C:12]([OH:14])=O)[CH3:8].CN(C)C=O.[NH2:24][C:25]1[N:29]([CH2:30][CH2:31][CH3:32])[CH:28]=[N:27][C:26]=1[C:33]([NH2:35])=[O:34]>ClCCl.N1C=CC=CC=1>[CH2:7]([O:9][C:10]1[CH:18]=[CH:17][CH:16]=[CH:15][C:11]=1[C:12]([NH:24][C:25]1[N:29]([CH2:30][CH2:31][CH3:32])[CH:28]=[N:27][C:26]=1[C:33]([NH2:35])=[O:34])=[O:14])[CH3:8]. Procedure details: Oxalyl chloride (1.74 g, 0.137 mol) was added dropwise to a stirred solution of 2-ethoxybenzoic acid (1.1 g, 0.00663 mol) and dimethylformamide (0.1 ml) in dichloromethane (20 ml) and the resulting mixture stirred at ambient temperature for 4 hours, then evaporated under vacuum. The residue was azeotroped with dichloromethane (2×20 ml), then added dropwise to a stirred solution of 5-amino-1-n-propylimidazole-4-carboxamide (0.9 g, 0.00536 mol) in pyridine (20 ml) The resulting solution was stirre...